From a dataset of the Open Reaction Database (ORD), a public repository of structured organic reaction records. describe an organic reaction: reactants, conditions, products, and yield The reactants are CN=C(NC)N(C)C, COC(=O)C=Cc1ccc(OC)cc1, CCOCC, Cl, C[N+](=O)[O-]. Product: COC(=O)CC(C[N+](=O)[O-])c1ccc(OC)cc1. RXN SMILES: [CH3:19][NH:20][C:21](=[N:22][CH3:23])[N:24]([CH3:25])[CH3:26].[CH3:1][O:2][C:3]([CH:4]=[CH:5][c:6]1[cH:7][cH:8][c:9]([O:12][CH3:13])[cH:10][cH:11]1)=[O:14].[CH3:27][CH2:28][O:29][CH2:30][CH3:31].[ClH:32].[N+:15](=[O:16])([O-:17])[CH3:18]>>[CH3:1][O:2][C:3]([CH2:4][CH:5]([c:6]1[cH:7][cH:8][c:9]([O:12][CH3:13])[cH:10][cH:11]1)[CH2:18][N+:15](=[O:16])[O-:17])=[O:14]. Starting materials: BrC1=C(C=NN1C)C=1N=C(N2N=CNC(C21)=O)C (5-(5-Bromo-1-methyl-1H-pyrazol-4-yl)-7-methyl imidazo[5,1-f][1,2,4]triazin-4(3H)-one), FC(C1=CC=C(C=C1)B(O)O)(F)F ([4-(trifluoromethyl)phenyl]boronic acid), C([O-])([O-])=O.[Na+].[Na+] (sodium carbonate). Reagents/catalysts: C=1C=CC(=CC1)[P](C=2C=CC=CC2)(C=3C=CC=CC3)[Pd]([P](C=4C=CC=CC4)(C=5C=CC=CC5)C=6C=CC=CC6)([P](C=7C=CC=CC7)(C=8C=CC=CC8)C=9C=CC=CC9)[P](C=1C=CC=CC1)(C=1C=CC=CC1)C=1C=CC=CC1 (tetrakis(triphenylphosphine)palladium(0)). Solvent: C(C)O (ethanol). Reaction conditions: temperature 100 celsius. The product is CC1=NC(=C2C(NC=NN21)=O)C=2C=NN(C2C2=CC=C(C=C2)C(F)(F)F)C (7-methyl-5-{1-methyl-5-[4-(trifluoromethyl)phenyl]-1H-pyrazol-4-yl}imidazo[5,1-f][1,2,4]triazin-4(3H)-one). RXN SMILES: Br[C:2]1[N:6]([CH3:7])[N:5]=[CH:4][C:3]=1[C:8]1[N:9]=[C:10]([CH3:18])[N:11]2[C:16]=1[C:15](=[O:17])[NH:14][CH:13]=[N:12]2.[F:19][C:20]([F:31])([F:30])[C:21]1[CH:26]=[CH:25][C:24](B(O)O)=[CH:23][CH:22]=1.C(=O)([O-])[O-].[Na+].[Na+]>C(O)C.C1C=CC([P]([Pd]([P](C2C=CC=CC=2)(C2C=CC=CC=2)C2C=CC=CC=2)([P](C2C=CC=CC=2)(C2C=CC=CC=2)C2C=CC=CC=2)[P](C2C=CC=CC=2)(C2C=CC=CC=2)C2C=CC=CC=2)(C2C=CC=CC=2)C2C=CC=CC=2)=CC=1>[CH3:18][C:10]1[N:11]2[C:16]([C:15](=[O:17])[NH:14][CH:13]=[N:12]2)=[C:8]([C:3]2[CH:4]=[N:5][N:6]([CH3:7])[C:2]=2[C:24]2[CH:25]=[CH:26][C:21]([C:20]([F:31])([F:30])[F:19])=[CH:22][CH:23]=2)[N:9]=1 |f:2.3.4,^1:44,46,65,84|. Procedure: 5-(5-Bromo-1-methyl-1H-pyrazol-4-yl)-7-methyl imidazo[5,1-f][1,2,4]triazin-4(3H)-one (200 mg, 0.647 mmol), [4-(trifluoromethyl)phenyl]boronic acid (96%, 128 mg, 0.647 mmol), tetrakis(triphenylphosphine)palladium(0) (60.1 mg, 0.052 mmol) and sodium carbonate (206 mg, 1.94 mmol) were combined in ethanol (4 mL) and subjected to microwave irradiation at 130° C. for 45 minutes, then heated at 100° C. for 18 hours. The solvent was removed in vacuo, and the residue was partitioned between ethyl acetate... Starting materials: CCN(C(C)C)C(C)C, ClCCl, CS(=O)(=O)Cl, OCC1CCC2(CC1)OCCO2. The product is CS(=O)(=O)OCC1CCC2(CC1)OCCO2. As a reaction SMILES: [CH2:13]([N:14]([CH:15]([CH3:16])[CH3:17])[CH:18]([CH3:19])[CH3:20])[CH3:21].[CH2:27]([Cl:28])[Cl:29].[CH3:22][S:23]([Cl:24])(=[O:25])=[O:26].[O:1]1[CH2:2][CH2:3][O:4][C:5]12[CH2:6][CH2:7][CH:8]([CH2:11][OH:12])[CH2:9][CH2:10]2>>[O:1]1[CH2:2][CH2:3][O:4][C:5]12[CH2:6][CH2:7][CH:8]([CH2:11][O:12][S:23]([CH3:22])(=[O:25])=[O:26])[CH2:9][CH2:10]2. Starting materials: Cl.O1CCOCC1 (Hydrochloric acid dioxane), N1=CC=C(C=C1)NC(C1=C(C=C(C=C1)CNC(=O)OC(C)(C)C)OCC)=O (N-(4-pyridyl)-4-tert-butoxycarbonylaminomethyl-2-ethoxybenzamide). Conditions: time 1 hour. Yields the product Cl.Cl.N1=CC=C(C=C1)NC(C1=C(C=C(C=C1)CN)OCC)=O (N-(4-pyridyl)-4-aminomethyl-2-ethoxybenzamide dihydrochloride). As a reaction SMILES: [ClH:1].O1CCOCC1.[N:8]1[CH:13]=[CH:12][C:11]([NH:14][C:15](=[O:34])[C:16]2[CH:21]=[CH:20][C:19]([CH2:22][NH:23]C(OC(C)(C)C)=O)=[CH:18][C:17]=2[O:31][CH2:32][CH3:33])=[CH:10][CH:9]=1>>[ClH:1].[ClH:1].[N:8]1[CH:13]=[CH:12][C:11]([NH:14][C:15](=[O:34])[C:16]2[CH:21]=[CH:20][C:19]([CH2:22][NH2:23])=[CH:18][C:17]=2[O:31][CH2:32][CH3:33])=[CH:10][CH:9]=1 |f:0.1,3.4.5|. Procedure: 4N Hydrochloric acid-dioxane (1 ml) was added to N-(4-pyridyl)-4-tert-butoxycarbonylaminomethyl-2-ethoxybenzamide (60 mg), and the mixture was stirred at room temperature for 1 hour. After the reaction, the solvent was evaporated under reduced pressure. The obtained crystals were recrystallized from methanol-ethyl acetate to give 40 mg of N-(4-pyridyl)-4-aminomethyl-2-ethoxybenzamide dihydrochloride 1/2 hydrate having a melting point of 251° C. (dec.).